Dataset: the Open Reaction Database (ORD), a public repository of structured organic reaction records. Task: describe an organic reaction: reactants, conditions, products, and yield Reactants: NC1=C(C=CC=C1)S (2-amino-benzenethiol), C(=O)(N1C=NC=C1)N1C=NC=C1 (carbonyldiimidazole), Cl (HCl). Solvent: C1CCOC1 (THF). Run at time 12 hour. Product: S1C(NC2=C1C=CC=C2)=O (1,3-benzothiazol-2(3H)-one). RXN SMILES: [NH2:1][C:2]1[CH:7]=[CH:6][CH:5]=[CH:4][C:3]=1[SH:8].[C:9](N1C=CN=C1)(N1C=CN=C1)=[O:10].Cl>C1COCC1>[S:8]1[C:3]2[CH:4]=[CH:5][CH:6]=[CH:7][C:2]=2[NH:1][C:9]1=[O:10]. Reported procedure: To 2-amino-benzenethiol (10 g, 79.9 mmol) in THF (200 mL) at room temperature was added carbonyldiimidazole (14.3 g, 87.9 mmol) and the reaction solution stirred for 12 hours. Upon disappearance of starting material, the reaction solution was poured into 1N HCl (125 mL) and extracted with ethyl acetate (125 mL). The organic layer was dried over sodium sulfate and concentrated to give 1,3-benzothiazol-2(3H)-one as a white solid. MS (ES) m/z 152.1. Reactants: CS(=O)(=O)OCCCNS(=O)(=O)C1=CC(=C(C(=C1)F)CSC=1N(C(=CN1)C(C)(C)C1=CC(=C(C=C1)F)OC)C1=CC=C(C=C1)F)Cl (3-(3-chloro-5-fluoro-4-((5-(2-(4-fluoro-3-methoxyphenyl)propan-2-yl)-1-(4-fluorophenyl)-1H-imidazol-2-ylthio)methyl)phenylsulfonamido)propyl methanesulfonate), N1=CC=CC=C1 (pyridine). The solvent is CC#N (CH3CN). Product: CS(=O)(=O)[O-].ClC=1C=C(C=C(C1CSC=1N(C(=CN1)C(C)(C)C1=CC(=C(C=C1)F)OC)C1=CC=C(C=C1)F)F)S(=O)(=O)NCCC[N+]1=CC=CC=C1 (1-(3-(3-chloro-5-fluoro-4-((5-(2-(4-fluoro-3-methoxyphenyl)propan-2-yl)-1-(4-fluorophenyl)-1H-imidazol-2-ylthio)methyl)phenylsulfonamido)propyl)pyridinium methanesulfonate). Yield: 70.5%. Reaction SMILES: [CH3:1][S:2]([O:5][CH2:6][CH2:7][CH2:8][NH:9][S:10]([C:13]1[CH:18]=[C:17]([F:19])[C:16]([CH2:20][S:21][C:22]2[N:23]([C:39]3[CH:44]=[CH:43][C:42]([F:45])=[CH:41][CH:40]=3)[C:24]([C:27]([C:30]3[CH:35]=[CH:34][C:33]([F:36])=[C:32]([O:37][CH3:38])[CH:31]=3)([CH3:29])[CH3:28])=[CH:25][N:26]=2)=[C:15]([Cl:46])[CH:14]=1)(=[O:12])=[O:11])(=[O:4])=[O:3].[N:47]1[CH:52]=[CH:51][CH:50]=[CH:49][CH:48]=1>CC#N>[CH3:1][S:2]([O-:5])(=[O:4])=[O:3].[Cl:46][C:15]1[CH:14]=[C:13]([S:10]([NH:9][CH2:8][CH2:7][CH2:6][N+:47]2[CH:52]=[CH:51][CH:50]=[CH:49][CH:48]=2)(=[O:11])=[O:12])[CH:18]=[C:17]([F:19])[C:16]=1[CH2:20][S:21][C:22]1[N:23]([C:39]2[CH:40]=[CH:41][C:42]([F:45])=[CH:43][CH:44]=2)[C:24]([C:27]([C:30]2[CH:35]=[CH:34][C:33]([F:36])=[C:32]([O:37][CH3:38])[CH:31]=2)([CH3:28])[CH3:29])=[CH:25][N:26]=1 |f:3.4|. Reported procedure: A mixture of 3-(3-chloro-5-fluoro-4-((5-(2-(4-fluoro-3-methoxyphenyl)propan-2-yl)-1-(4-fluorophenyl)-1H-imidazol-2-ylthio)methyl)phenylsulfonamido)propyl methanesulfonate (50 mg, 0.064 mmol) and pyridine (0.1 mL, 12.8 mmol) in CH3CN was refluxed in sealed tube 3 h. After cooling and evaporation of volatiles, the residue was purified by column chromatography (DCM/MeOH=5:1) to give the title compound (36 mg, 80% yield). 1H NMR (400 MHz, CD3OD) δ 9.21 (d, J=5.71 Hz, 2H), 8.40 (t, J=7.79 Hz, 1H), 8.... Run in CN(C=O)C (N,N-dimethylformamide). Reagents/catalysts: [Cu] (copper), [Cu]I (copper (I) iodide). Yields the product C(CCC)OC1=CC=C(OC2=C(C(=O)O)C=CC=C2)C=C1 (2-(4-butoxyphenoxy)benzoic acid). The reactants are ClC1=C(C(=O)O)C=CC=C1 (2-chlorobenzoic acid), C(CCC)OC1=CC=C(C=C1)O (4-butoxyphenol), C([O-])([O-])=O.[K+].[K+] (potassium carbonate), ice, Cl (HCl). The yield is 45.1%. Reaction SMILES: Cl[C:2]1[CH:10]=[CH:9][CH:8]=[CH:7][C:3]=1[C:4]([OH:6])=[O:5].[CH2:11]([O:15][C:16]1[CH:21]=[CH:20][C:19]([OH:22])=[CH:18][CH:17]=1)[CH2:12][CH2:13][CH3:14].C(=O)([O-])[O-].[K+].[K+].Cl>[Cu].[Cu]I.CN(C)C=O>[CH2:11]([O:15][C:16]1[CH:17]=[CH:18][C:19]([O:22][C:2]2[CH:10]=[CH:9][CH:8]=[CH:7][C:3]=2[C:4]([OH:6])=[O:5])=[CH:20][CH:21]=1)[CH2:12][CH2:13][CH3:14] |f:2.3.4|. Reported procedure: First, 2-(4-butoxyphenoxy)benzoic acid was prepared. A stirred mixture of 2-chlorobenzoic acid (10.0 g, 64 mmol), 4-butoxyphenol (12.7 g, 77 mmol), potassium carbonate (17.6 g, 128 mmol), copper powder (0.24 g, 3.8 mmol), copper (I) iodide (0.20 g, 1.3 mmol), dithioerithritol (0.20 g, 1.3 mmol), and 75 mL of N,N-dimethylformamide was heated at reflux for 5 h and then cooled to ambient. The reaction mixture was poured onto a mixture of 300 g of ice plus 100 mL of 10% aqueous HCl. The precipitated... The reactants are C(CC)N (propylamine), ClCC1=NC(=NO1)C=1N=CN2C1CN(C(C1=C2C=CC=C1F)=O)C (3-(5-chloromethyl-1,2,4-oxadiazol-3-yl)-7-fluoro-5-methyl-5,6-dihydro-4H-imidazo-[1,5-a][1,4]benzodiazepin-6-one). Run in CN(C=O)C (N,N-dimethylformamide). Reaction conditions: time 12 hour. Product: C(CC)NCC1=NC(=NO1)C=1N=CN2C1CN(C(C1=C2C=CC=C1F)=O)C (3-(5-propylaminomethyl-1,2,4-oxadiazol-3-yl)-7-fluoro-5-methyl-5,6-dihydro-4H-imidazo[1,5-a][1,4]benzodiazepin-6-one). Isolated yield 66.7%. As a reaction SMILES: [CH2:1]([NH2:4])[CH2:2][CH3:3].Cl[CH2:6][C:7]1[O:11][N:10]=[C:9]([C:12]2[N:13]=[CH:14][N:15]3[C:21]4[CH:22]=[CH:23][CH:24]=[C:25]([F:26])[C:20]=4[C:19](=[O:27])[N:18]([CH3:28])[CH2:17][C:16]=23)[N:8]=1>CN(C)C=O>[CH2:1]([NH:4][CH2:6][C:7]1[O:11][N:10]=[C:9]([C:12]2[N:13]=[CH:14][N:15]3[C:21]4[CH:22]=[CH:23][CH:24]=[C:25]([F:26])[C:20]=4[C:19](=[O:27])[N:18]([CH3:28])[CH2:17][C:16]=23)[N:8]=1)[CH2:2][CH3:3]. Reported procedure: 1 ml (12.2 mmol) of propylamine was added to a suspension of 1.7 g (4.9 mmol) of 3-(5-chloromethyl-1,2,4-oxadiazol-3-yl)-7-fluoro-5-methyl-5,6-dihydro-4H-imidazo-[1,5-a][1,4]benzodiazepin-6-one in 40 ml of N,N-dimethylformamide and the mixture was stirred at room temperature for 12 hours. The solution was evaporated and the residue was partitioned between methylene chloride and 2N sodium carbonate solution. The aqueous solution was extracted with methylene chloride and the organic phases were dr... The reactants are C1COCCN1, CCOC(=O)Cc1cn2cc(Br)ccc2n1, C[Al](C)C, Cc1ccccc1, [Cl-], ClCCl, [NH4+]. Product: O=C(Cc1cn2cc(Br)ccc2n1)N1CCOCC1. Reaction SMILES: [CH2:12]1[CH2:13][O:14][CH2:15][CH2:16][NH:17]1.[CH2:18]([O:20][C:21](=[O:19])[CH2:22][c:23]1[n:24][c:25]2[n:26]([cH:27][c:28]([Br:31])[cH:29][cH:30]2)[cH:32]1)[CH3:33].[CH3:1][Al:2]([CH3:3])[CH3:4].[CH3:5][c:6]1[cH:7][cH:8][cH:9][cH:10][cH:11]1.[Cl-:37].[Cl:34][CH2:35][Cl:36].[NH4+:38]>>[CH2:12]1[CH2:13][O:14][CH2:15][CH2:16][N:17]1[C:21](=[O:20])[CH2:22][c:23]1[n:24][c:25]2[n:26]([cH:27][c:28]([Br:31])[cH:29][cH:30]2)[cH:32]1. Reactants: CC=1SC(=C(N1)C)C1=NC(=NC=C1)NC1=CC=C(C=C1)N1CCNCC1 ([4-(2,4-dimethyl-thiazol-5-yl)-pyrimidin-2-yl]-(4-piperazin-1-yl-phenyl)-amine), ClCC(C)O (1-chloro-2-propanol). Product: CC=1SC(=C(N1)C)C1=NC(=NC=C1)NC1=CC=C(C=C1)N1CCN(CC1)CC(C)O (1-(4-{4-[4-(2,4-Dimethyl-thiazol-5-yl)-pyrimidin-2-ylamino]-phenyl}-piperazin-1-yl)-propan-2-ol). As a reaction SMILES: [CH3:1][C:2]1[S:3][C:4]([C:8]2[CH:13]=[CH:12][N:11]=[C:10]([NH:14][C:15]3[CH:20]=[CH:19][C:18]([N:21]4[CH2:26][CH2:25][NH:24][CH2:23][CH2:22]4)=[CH:17][CH:16]=3)[N:9]=2)=[C:5]([CH3:7])[N:6]=1.Cl[CH2:28][CH:29]([OH:31])[CH3:30]>>[CH3:1][C:2]1[S:3][C:4]([C:8]2[CH:13]=[CH:12][N:11]=[C:10]([NH:14][C:15]3[CH:16]=[CH:17][C:18]([N:21]4[CH2:22][CH2:23][N:24]([CH2:28][CH:29]([OH:31])[CH3:30])[CH2:25][CH2:26]4)=[CH:19][CH:20]=3)[N:9]=2)=[C:5]([CH3:7])[N:6]=1. Reported procedure: By treatment of [4-(2,4-dimethyl-thiazol-5-yl)-pyrimidin-2-yl]-(4-piperazin-1-yl-phenyl)-amine with 1-chloro-2-propanol. 1H-NMR (CDCl3) δ: 1.10 (d, 3H, J=6.0 Hz, CH3), 2.26-2.33 (m, 2H, CH2), 2.49-2.53 (m, 2H, CH2), 2.61 (s, 3H, CH3), 2.63 (s, 3H, CH3), 2.76-2.80 (m, 2H, CH2), 3.07-3.13 (m, 4H, CH2), 3.83 (m, 1H, CH), 6.81 (d, 1H, J=4.4 Hz, pyrimidinyl-H), 6.88 (d, 2H, J=8.8 Hz, Ph-H), 7.02 (brs, 1H, OH), 7.44 (d, 2H, J=8.8 Hz, Ph-H), 8.30 (d, 1H, J=4.4 Hz, pyrimidinyl-H). The reactants are [OH-].[Na+] (Sodium hydroxide), CC(C)C1=C(C(=CC(=C1)C(C)C)C(C)C)C=CCC(=O)OC (3-[2,4,6-tris (1-methylethyl)phenyl]-2-propenyl carboxylic acid, methyl ester). Run in CO (methanol), O (water). Run at time 48 hour. Product: CC(C)C1=C(C(=CC(=C1)C(C)C)C(C)C)C=CCC(=O)O (3-[2,4,6-tris-(1-methylethyl)phenyl]-2-propenyl carboxylic acid). Yield: 88.7%. Reaction SMILES: [OH-].[Na+].[CH3:3][CH:4]([C:6]1[CH:11]=[C:10]([CH:12]([CH3:14])[CH3:13])[CH:9]=[C:8]([CH:15]([CH3:17])[CH3:16])[C:7]=1[CH:18]=[CH:19][CH2:20][C:21]([O:23]C)=[O:22])[CH3:5]>CO.O>[CH3:5][CH:4]([C:6]1[CH:11]=[C:10]([CH:12]([CH3:13])[CH3:14])[CH:9]=[C:8]([CH:15]([CH3:16])[CH3:17])[C:7]=1[CH:18]=[CH:19][CH2:20][C:21]([OH:23])=[O:22])[CH3:3] |f:0.1|. Procedure details: Sodium hydroxide (0.23 g, 5.7 mmol) was added to a solution of 3-[2,4,6-tris (1-methylethyl)phenyl]-2-propenyl carboxylic acid, methyl ester (1.5 g, 5.2 mmol) in 100 mL methanol and 10 mL water. Stirred at room temperature for 48 hours and concentrated to dryness. Partitioned the residue between water and diethyl ether. The aqueous layer was acidified with concentrated HCl and extracted with dichloromethane. The organic extract was dried over MgSO4, filtered, and concentrated to give 1.33 g of 3...